This data is from the Open Reaction Database (ORD), a public repository of structured organic reaction records. The task is: describe an organic reaction: reactants, conditions, products, and yield Reactants: C(#N)C(C(=O)O)CC(C1=CC=CC=C1)=O (2-cyano-4-oxo-4-phenylbutanoic acid), [Se](=O)=O (selenium dioxide). Solvent: ClC1=CC=CC=C1 (chlorobenzene). Conditions: temperature 135 celsius. Yields the product ethyl ester, C(#N)C(C(=O)O)=CC(C1=CC=CC=C1)=O (2-cyano-4-oxo-4-phenyl-2-butenoic acid). As a reaction SMILES: [C:1]([CH:3]([CH2:7][C:8](=[O:15])[C:9]1[CH:14]=[CH:13][CH:12]=[CH:11][CH:10]=1)[C:4]([OH:6])=[O:5])#[N:2].[Se](=O)=O>ClC1C=CC=CC=1>[C:1]([C:3](=[CH:7][C:8](=[O:15])[C:9]1[CH:14]=[CH:13][CH:12]=[CH:11][CH:10]=1)[C:4]([OH:6])=[O:5])#[N:2]. Procedure: A mixture of 11.5 g of 16A, 5.5 g of selenium dioxide and 30 ml of chlorobenzene was refluxed at 135° C. Then the chlorobenzene was distilled off under reduced pressure. The residue was extracted with hot hexane. The hexane was evaporated from the extract under reduced pressure. 30 ml of chlorobenzene was added to the residue and the mixture was refluxed overnight. The chlorobenzene was evaporated under reduced pressure. The residue was extracted with ether. The extract was cooled to give a soli... Starting materials: O=C([O-])O, CC(=O)OCCc1ccc(N)cc1, O=C(Cl)OCc1ccccc1, CCOC(C)=O, Cl, [Na+]. The product is CC(=O)OCCc1ccc(NC(=O)OCc2ccccc2)cc1. RXN SMILES: [C:14](=[O:15])([OH:16])[O-:17].[C:1]([CH3:2])(=[O:3])[O:4][CH2:5][CH2:6][c:7]1[cH:8][cH:9][c:10]([NH2:13])[cH:11][cH:12]1.[CH2:19]([c:20]1[cH:21][cH:22][cH:23][cH:24][cH:25]1)[O:26][C:27](=[O:28])[Cl:29].[CH3:31][CH2:32][O:33][C:34](=[O:35])[CH3:36].[ClH:30].[Na+:18]>>[C:1]([CH3:2])(=[O:3])[O:4][CH2:5][CH2:6][c:7]1[cH:8][cH:9][c:10]([NH:13][C:27]([O:26][CH2:19][c:20]2[cH:21][cH:22][cH:23][cH:24][cH:25]2)=[O:28])[cH:11][cH:12]1. Reactants: NC1=C(C=C(C#N)C=C1)C1=CCC(CC1)(C)C (4-amino-3-(4,4-dimethyl-cyclohex-1-enyl)-benzonitrile), N(=[N+]=[N-])[Sn](C)(C)C (azidotrimethylstannane), M-SnMe3. Product: CC1(CC=C(CC1)C1=C(C=CC(=C1)C1=NN=NN1[Sn](C)(C)C)N)C (2-(4,4-Dimethyl-cyclohex-1-enyl)-4-(1-trimethylstannanyl-1H-tetrazol-5-yl)-phenylamine). Reaction SMILES: [NH2:1][C:2]1[CH:9]=[CH:8][C:5]([C:6]#[N:7])=[CH:4][C:3]=1[C:10]1[CH2:15][CH2:14][C:13]([CH3:17])([CH3:16])[CH2:12][CH:11]=1.[N:18]([Sn:21]([CH3:24])([CH3:23])[CH3:22])=[N+:19]=[N-:20]>>[CH3:16][C:13]1([CH3:17])[CH2:14][CH2:15][C:10]([C:3]2[CH:4]=[C:5]([C:6]3[N:18]([Sn:21]([CH3:24])([CH3:23])[CH3:22])[N:19]=[N:20][N:7]=3)[CH:8]=[CH:9][C:2]=2[NH2:1])=[CH:11][CH2:12]1. Procedure details: The title compound was prepared from 4-amino-3-(4,4-dimethyl-cyclohex-1-enyl)-benzonitrile (as prepared in the previous step, 245 mg, 1.08 mmol), and azidotrimethylstannane (246 mg, 1.19 mmol) according to the procedure in Example 52, step (c) (363 mg, 78%). Mass spectrum (ESI, m/z): Calcd. for C15H19N5, 270.1 (M-SnMe3+2H), found 270.1. Reactants: C(C)C=1C(NC(NC1SC1=CC=CC=C1)=O)=O (5-ethyl-6-phenylthio-2,4-pyrimidinedione), [Si](C)(C)(C(C)(C)C)OCC1CC=C(C1)CBr ((4-t-butyldimethylsilyloxymethylcyclopent-1-en-1-yl)methyl bromide), C([O-])(O)=O.[Na+] (sodium bicarbonate). The solvent is CN(C=O)C (dimethylformamide), CN(C=O)C (dimethylformamide). Yields the product [Si](C)(C)(C(C)(C)C)OCC1CC=C(C1)CN1C(NC(C(=C1SC1=CC=CC=C1)CC)=O)=O ([(4-t-butyldimethylsilyloxymethyl cyclopent-1-en-1-yl)methyl]-5-ethyl-6-phenylthio-2,4-pyrimidinedione). As a reaction SMILES: [CH2:1]([C:3]1[C:4](=[O:17])[NH:5][C:6](=[O:16])[NH:7][C:8]=1[S:9][C:10]1[CH:15]=[CH:14][CH:13]=[CH:12][CH:11]=1)[CH3:2].[Si:18]([O:25][CH2:26][CH:27]1[CH2:31][C:30]([CH2:32]Br)=[CH:29][CH2:28]1)([C:21]([CH3:24])([CH3:23])[CH3:22])([CH3:20])[CH3:19].C(=O)(O)[O-].[Na+]>CN(C)C=O>[Si:18]([O:25][CH2:26][CH:27]1[CH2:31][C:30]([CH2:32][N:7]2[C:8]([S:9][C:10]3[CH:11]=[CH:12][CH:13]=[CH:14][CH:15]=3)=[C:3]([CH2:1][CH3:2])[C:4](=[O:17])[NH:5][C:6]2=[O:16])=[CH:29][CH2:28]1)([C:21]([CH3:24])([CH3:23])[CH3:22])([CH3:20])[CH3:19] |f:2.3|. Procedure details: A mixture of 5-ethyl-6-phenylthio-2,4-pyrimidinedione (0.16 g, 0.66 mmol) and (4-t-butyldimethylsilyloxymethylcyclopent-1-en-1-yl)methyl bromide (0.20 g, 0.66 mmol) in dimethylformamide (10 mmol) were heated at 50° C. for overnight in the presence of sodium bicarbonate (66 mg, 0.79 mmol). After the concentration of dimethylformamide, [(4-t-butyldimethylsilyloxymethyl cyclopent-1-en-1-yl)methyl]-5-ethyl-6-phenylthio-2,4-pyrimidinedione was obtained by the separation of the column chromatography. ... The reactants are C1CCOC1, COC(CN(CC(=O)O)C(=O)OCc1ccccc1)OC. Yields the product COC(CNCC(=O)O)OC. As a reaction SMILES: [CH2:22]1[O:23][CH2:24][CH2:25][CH2:26]1.[CH3:1][O:2][CH:3]([CH2:4][N:5]([CH2:6][C:7](=[O:8])[OH:9])[C:10]([O:11][CH2:12][c:13]1[cH:14][cH:15][cH:16][cH:17][cH:18]1)=[O:19])[O:20][CH3:21]>>[CH3:1][O:2][CH:3]([CH2:4][NH:5][CH2:6][C:7](=[O:8])[OH:9])[O:20][CH3:21]. Reactants: ClCCCC1CCC2=C(C(=NO2)C2=C(C=CC=C2)F)C1=O (5-(3-chloropropyl)-3-(2-fluorophenyl)-6,7-dihydro-1,2-benzisoxazol-4(5H)-one), C([O-])([O-])=O.[K+].[K+] (potassium carbonate), C(C)(C)N(CC)C(C)C (diisopropylethyl amine), N1(CCNCC1)C1=NSC2=C1C=CC=C2 (3-piperazinyl-1,2-benzisothiazol). The reagents and catalysts are [I-].[K+] (potassium iodide). Solvent: CN(C)C=O (DMF). Reaction conditions: temperature 80 celsius. Product: S1N=C(C2=C1C=CC=C2)N2CCN(CC2)CCCC2CCC1=C(C(=NO1)C1=C(C=CC=C1)F)C2=O (5-[3-[4-(1,2-benzisothiazol-3-yl)-1-piperazinyl]propyl]-3-(2-fluorophenyl)-6,7-dihydro-1,2-benzisoxazol-4(5H)-one). Yield: 46.1%. As a reaction SMILES: Cl[CH2:2][CH2:3][CH2:4][CH:5]1[C:20](=[O:21])[C:9]2[C:10]([C:13]3[CH:18]=[CH:17][CH:16]=[CH:15][C:14]=3[F:19])=[N:11][O:12][C:8]=2[CH2:7][CH2:6]1.C(=O)([O-])[O-].[K+].[K+].C(N(C(C)C)CC)(C)C.[N:37]1([C:43]2[C:47]3[CH:48]=[CH:49][CH:50]=[CH:51][C:46]=3[S:45][N:44]=2)[CH2:42][CH2:41][NH:40][CH2:39][CH2:38]1>[I-].[K+].CN(C=O)C>[S:45]1[C:46]2[CH:51]=[CH:50][CH:49]=[CH:48][C:47]=2[C:43]([N:37]2[CH2:38][CH2:39][N:40]([CH2:2][CH2:3][CH2:4][CH:5]3[C:20](=[O:21])[C:9]4[C:10]([C:13]5[CH:18]=[CH:17][CH:16]=[CH:15][C:14]=5[F:19])=[N:11][O:12][C:8]=4[CH2:7][CH2:6]3)[CH2:41][CH2:42]2)=[N:44]1 |f:1.2.3,6.7|. Reported procedure: To a solution consisting of 5-(3-chloropropyl)-3-(2-fluorophenyl)-6,7-dihydro-1,2-benzisoxazol-4(5H)-one (1.36 g) and DMF (40 ml) was added anhydrous potassium carbonate (0.3 g), diisopropylethyl amine (0.8 ml), 3-piperazinyl-1,2-benzisothiazol (1.26 g) and potassium iodide (27 mg) at room temperature with stirring. The flask was flushed with nitrogen and warmed to 80° C. for 12 hours. Upon cooling to room temperature, water and ethyl acetate were added to the reaction mixture. The layers were s... Starting materials: COC(C=1C=NC=C(C1)C(=C)C)OC (3-(dimethoxymethyl)-5-(prop-1-en-2-yl)pyridine), C1=CC(=CC(=C1)Cl)C(=O)OO (m-CPBA). The solvent is C(Cl)Cl (CH2Cl2). Run at time 2 hour. The product is COC(C=1C=[N+](C=C(C1)C(=C)C)[O-])OC (3-(dimethoxymethyl)-5-(prop-1-en-2-yl)pyridine 1-oxide). Isolated yield 108.6%. As a reaction SMILES: [CH3:1][O:2][CH:3]([O:13][CH3:14])[C:4]1[CH:5]=[N:6][CH:7]=[C:8]([C:10]([CH3:12])=[CH2:11])[CH:9]=1.C1C=C(Cl)C=C(C(OO)=[O:23])C=1>C(Cl)Cl>[CH3:1][O:2][CH:3]([O:13][CH3:14])[C:4]1[CH:5]=[N+:6]([O-:23])[CH:7]=[C:8]([C:10]([CH3:12])=[CH2:11])[CH:9]=1. Procedure: To a stirred solution of 3-(dimethoxymethyl)-5-(prop-1-en-2-yl)pyridine (178 mg, 0.92 mmol) in CH2Cl2 (10 mL) was added m-CPBA (227 mg, 1.0 mmol). The reaction mixture was stirred for 2 h and quenched with saturated aqueous NaHCO3. The layers were separated and the organic layer was washed with brine and dried over Na2SO4. The solvent was removed to provide 3-(dimethoxymethyl)-5-(prop-1-en-2-yl)pyridine 1-oxide (209 mg), which was converted to 3-formyl-5-(prop-1-en-2-yl)pyridine 1-oxide as descr... The reactants are COC=1C=C(CC2NCCC3=CC(=C(C=C23)OC(C)C)OC)C=CC1OC (1-(3,4-Dimethoxy-benzyl)-6-methoxy-7-isopropoxy-1,2,3,4-tetrahydroisoquinoline), BrCC(=O)Br (2-bromoacetyl bromide), C1(CCCC2=CC=CC=C12)N (1,2,3,4-tetrahydro-1-naphthylamine). Yields the product COC=1C=C(CC2N(CCC3=CC(=C(C=C23)OC(C)C)OC)CC(=O)NC2CCCC3=CC=CC=C23)C=CC1OC (2-[1-(3,4-Dimethoxy-benzyl)-6-methoxy-7-isopropoxy-3,4-dihydro-1H-isoquinolin-2-yl]-N-(1,2,3,4-tetrahydronaphthalen-1-yl)-acetamide). Reaction SMILES: [CH3:1][O:2][C:3]1[CH:4]=[C:5]([CH:23]=[CH:24][C:25]=1[O:26][CH3:27])[CH2:6][CH:7]1[C:16]2[C:11](=[CH:12][C:13]([O:21][CH3:22])=[C:14]([O:17][CH:18]([CH3:20])[CH3:19])[CH:15]=2)[CH2:10][CH2:9][NH:8]1.Br[CH2:29][C:30](Br)=[O:31].[CH:33]1([NH2:43])[C:42]2[C:37](=[CH:38][CH:39]=[CH:40][CH:41]=2)[CH2:36][CH2:35][CH2:34]1>>[CH3:1][O:2][C:3]1[CH:4]=[C:5]([CH:23]=[CH:24][C:25]=1[O:26][CH3:27])[CH2:6][CH:7]1[C:16]2[C:11](=[CH:12][C:13]([O:21][CH3:22])=[C:14]([O:17][CH:18]([CH3:20])[CH3:19])[CH:15]=2)[CH2:10][CH2:9][N:8]1[CH2:29][C:30]([NH:43][CH:33]1[C:42]2[C:37](=[CH:38][CH:39]=[CH:40][CH:41]=2)[CH2:36][CH2:35][CH2:34]1)=[O:31]. Reported procedure: prepared by reaction of 1-(3,4-Dimethoxy-benzyl)-6-methoxy-7-isopropoxy-1,2,3,4-tetrahydroisoquinoline and 2-bromoacetyl bromide with 1,2,3,4-tetrahydro-1-naphthylamine Starting materials: COCCOC, CC12CCC(CC1=O)C2(C)C, [H-], O=Cc1cccc([N+](=O)[O-])c1, [Na+], O. Product: CC12CCC(C(=Cc3cccc([N+](=O)[O-])c3)C1=O)C2(C)C. As a reaction SMILES: [CH2:26]([CH2:27][O:28][CH3:29])[O:30][CH3:31].[CH3:1][C:2]1([CH3:3])[CH:4]2[CH2:5][CH2:6][C:7]1([CH3:8])[C:9](=[O:10])[CH2:11]2.[H-:12].[N+:14](=[O:15])([O-:16])[c:17]1[cH:18][c:19]([CH:20]=[O:21])[cH:22][cH:23][cH:24]1.[Na+:13].[OH2:25]>>[CH3:1][C:2]1([CH3:3])[CH:4]2[CH2:5][CH2:6][C:7]1([CH3:8])[C:9](=[O:10])[C:11]2=[CH:20][c:19]1[cH:18][c:17]([N+:14](=[O:15])[O-:16])[cH:24][cH:23][cH:22]1. Starting materials: C1CCOC1, COC(=O)C(Cc1ccccc1)Oc1c(Br)cc(-c2cccc3sc4ccccc4c23)cc1Br, CO, Cl, [K+], [OH-], O. Yields the product O=C(O)C(Cc1ccccc1)Oc1c(Br)cc(-c2cccc3sc4ccccc4c23)cc1Br. RXN SMILES: [CH2:38]1[O:39][CH2:40][CH2:41][CH2:42]1.[CH3:3][O:4][C:5]([CH:6]([CH2:7][c:8]1[cH:9][cH:10][cH:11][cH:12][cH:13]1)[O:14][c:15]1[c:16]([Br:35])[cH:17][c:18](-[c:22]2[cH:23][cH:24][cH:25][c:26]3[s:27][c:28]4[c:29]([c:30]23)[cH:31][cH:32][cH:33][cH:34]4)[cH:19][c:20]1[Br:21])=[O:36].[CH3:43][OH:44].[ClH:37].[K+:2].[OH-:1].[OH2:45]>>[O:4]=[C:5]([CH:6]([CH2:7][c:8]1[cH:9][cH:10][cH:11][cH:12][cH:13]1)[O:14][c:15]1[c:16]([Br:35])[cH:17][c:18](-[c:22]2[cH:23][cH:24][cH:25][c:26]3[s:27][c:28]4[c:29]([c:30]23)[cH:31][cH:32][cH:33][cH:34]4)[cH:19][c:20]1[Br:21])[OH:36].